The task is: describe an organic reaction: reactants, conditions, products, and yield. This data is from the Open Reaction Database (ORD), a public repository of structured organic reaction records. Starting materials: CCOC(=O)c1cc2c(C)cccc2[nH]1, CN(C)C=O, [H-], [Na+], O, Cc1ccc(S(=O)(=O)OCCNC(=O)OC(C)(C)C)cc1. Yields the product CCOC(=O)c1cc2c(C)cccc2n1CCNC(=O)OC(C)(C)C. As a reaction SMILES: [CH3:1][c:2]1[c:3]2[cH:4][c:5]([C:11](=[O:12])[O:13][CH2:14][CH3:15])[nH:6][c:7]2[cH:8][cH:9][cH:10]1.[CH3:40][N:41]([CH3:42])[CH:43]=[O:44].[H-:16].[Na+:17].[OH2:39].[c:18]1([CH3:19])[cH:20][cH:21][c:22]([S:23]([O:24][CH2:28][CH2:29][NH:30][C:31](=[O:32])[O:33][C:34]([CH3:35])([CH3:36])[CH3:37])(=[O:25])=[O:26])[cH:27][cH:38]1>>[CH3:1][c:2]1[c:3]2[cH:4][c:5]([C:11](=[O:12])[O:13][CH2:14][CH3:15])[n:6]([CH2:28][CH2:29][NH:30][C:31](=[O:32])[O:33][C:34]([CH3:35])([CH3:36])[CH3:37])[c:7]2[cH:8][cH:9][cH:10]1. The reactants are FCCO (2-fluoroethanol), [H-].[Na+] (sodium hydride), ClC1=CC=C(C=N1)C(C)=O (1-(6-chloropyrid-3-yl)ethanone). The solvent is CN(C)C=O (DMF), CN(C)C=O (DMF). Run at time 15 minute. The product is FCCOC1=CC=C(C=N1)C(C)=O (1-[6-(2-fluoroethoxy)pyrid-3-yl]ethanone). RXN SMILES: [F:1][CH2:2][CH2:3][OH:4].[H-].[Na+].Cl[C:8]1[N:13]=[CH:12][C:11]([C:14](=[O:16])[CH3:15])=[CH:10][CH:9]=1>CN(C=O)C>[F:1][CH2:2][CH2:3][O:4][C:8]1[N:13]=[CH:12][C:11]([C:14](=[O:16])[CH3:15])=[CH:10][CH:9]=1 |f:1.2|. Procedure: 530 μl (8.68 mmol) of 2-fluoroethanol are added to a suspension of 347.05 mg (8.68 mmol) of sodium hydride in 10 mL of DMF. The reaction mixture is placed under magnetic stirring at room temperature for 15 minutes. A solution of 500 mg (2.89 mmol) of 1-(6-chloropyrid-3-yl)ethanone in 3 mL of DMF is added dropwise to the reaction medium. The reaction is stirred at room temperature overnight. The reaction medium is evaporated to dryness. The crude product is taken up in water and extracted with et... Reactants: CCOC(=O)C(CC)Oc1ccc2c(-c3ccc(Cl)cc3)noc2c1, CO, [Na+], [OH-]. Yields the product CCC(Oc1ccc2c(-c3ccc(Cl)cc3)noc2c1)C(=O)O. Reaction SMILES: [CH2:1]([CH3:2])[O:3][C:4]([CH:5]([CH2:6][CH3:7])[O:8][c:9]1[cH:10][c:11]2[c:12]([c:13](-[c:16]3[cH:17][cH:18][c:19]([Cl:22])[cH:20][cH:21]3)[n:14][o:15]2)[cH:23][cH:24]1)=[O:25].[CH3:28][OH:29].[Na+:27].[OH-:26]>>[O:3]=[C:4]([CH:5]([CH2:6][CH3:7])[O:8][c:9]1[cH:10][c:11]2[c:12]([c:13](-[c:16]3[cH:17][cH:18][c:19]([Cl:22])[cH:20][cH:21]3)[n:14][o:15]2)[cH:23][cH:24]1)[OH:25]. The reactants are ClCCCC(=O)N=C=S (4-Chlorobutanoyl isothiocyanate), ClCCCC(=O)Cl (4-chlorobutanoyl chloride), COC=1C=C2C(=NC=NC2=CC1OC)OC1=C(C=C(N)C=C1)F (4-[(6,7-Dimethoxy-4-quinazolinyl)oxy]-3-fluoroaniline), C1(=CC=CC=C1)C (toluene). Solvent: C(C)O (ethanol), C(C)O (ethanol). Conditions: time 2 hour. Yields the product ClCCCC(=O)N=C=S (4-Chlorobutanoyl isothiocyanate), ClCCCC(=O)NC(=S)NC1=CC(=C(C=C1)OC1=CC=NC2=CC(=C(C=C12)OC)OC)F (N-(4-Chlorobutanoyl)-N′-{4-[(6,7-dimethoxy-4-quinolyl)oxy]-3-fluorophenyl}thiourea). Yield: 54.0%. As a reaction SMILES: Cl[CH2:2]CCC(Cl)=O.[Cl:8][CH2:9][CH2:10][CH2:11][C:12]([N:14]=[C:15]=[S:16])=[O:13].[CH3:17][O:18][C:19]1[CH:20]=[C:21]2[C:26](=[CH:27][C:28]=1[O:29][CH3:30])[N:25]=[CH:24]N=[C:22]2[O:31][C:32]1[CH:38]=[CH:37][C:35]([NH2:36])=[CH:34][C:33]=1[F:39].C1(C)C=CC=CC=1>C(O)C>[Cl:8][CH2:9][CH2:10][CH2:11][C:12]([N:14]=[C:15]=[S:16])=[O:13].[Cl:8][CH2:9][CH2:10][CH2:11][C:12]([NH:14][C:15]([NH:36][C:35]1[CH:37]=[CH:38][C:32]([O:31][C:22]2[C:21]3[C:26](=[CH:27][C:28]([O:29][CH3:30])=[C:19]([O:18][CH3:17])[CH:20]=3)[N:25]=[CH:24][CH:2]=2)=[C:33]([F:39])[CH:34]=1)=[S:16])=[O:13]. Procedure details: 4-Chlorobutanoyl isothiocyanate was prepared using commercially available 4-chlorobutanoyl chloride (80 mg) as a starting compound according to the description of the literature. 4-Chlorobutanoyl isothiocyanate was dissolved in ethanol (1 ml) to prepare a solution. 4-[(6,7-Dimethoxy-4-quinazolinyl)oxy]-3-fluoroaniline (50 mg), toluene (5 ml), and ethanol (1 ml) were added to the solution, and the mixture was stirred at room temperature for 2 hr. The reaction solution was concentrated, and the re... The reactants are [3H]C=1C=C2C(=CC1OC[C@@H]3CNCC[C@H]3C=4C=CC(=CC4)F)OCO2 ([3H]-paroxetine), [Na+].[Cl-] (NaCl), [C-]#N.[K+] (KCN), [3H]C=1C=C2C(=CC1OC[C@@H]3CNCC[C@H]3C=4C=CC(=CC4)F)OCO2 ([3H]-paroxetine), TRIS-HCl, CN(C)CCCC1(C=2C=CC(=CC2CO1)C#N)C=3C=CC(=CC3)F (citalopram). Conditions: time 2 hour. Yields the product C1=CC2=C(C=C1O)C(=CN2)CCN (Serotonin). As a reaction SMILES: [3H]C1C=C2OCOC2=CC=1OC[C@H:10]1[C@H:15]([C:16]2[CH:17]=[CH:18][C:19](F)=[CH:20][CH:21]=2)CC[NH:12][CH2:11]1.[Na+].[Cl-].[C-:28]#[N:29].[K+].CN(CCCC1(C2C=CC(F)=CC=2)[O:45]CC2C=C(C#N)C=CC1=2)C>>[CH:19]1[C:18]([OH:45])=[CH:17][C:16]2[C:15]([CH2:10][CH2:11][NH2:12])=[CH:28][NH:29][C:21]=2[CH:20]=1 |f:1.2,3.4|. Procedure details: The affinity was determined by competition experiments using [3H]-paroxetine. The membranes are prepared from the frontal cortex of the rat and are incubated in triplicate with 0.25 nM [3H]-paroxetine and the compound being tested in a final volume of 0.4 ml, for 2 hours at 25° C. The incubation buffer contains 50 mM TRIS-HCl (pH 7.4), 120 mM NaCl and 5 mM KCN. The non-specific binding is determined using 10 μM citalopram. Reactants: Br, CCBr, CCO, OC1CNC(=S)NC1. Product: CCSC1=NCC(O)CN1. As a reaction SMILES: [BrH:12].[CH2:9]([CH3:10])[Br:11].[CH3:13][CH2:14][OH:15].[OH:1][CH:2]1[CH2:3][NH:4][C:5](=[S:8])[NH:6][CH2:7]1>>[OH:1][CH:2]1[CH2:3][NH:4][C:5]([S:8][CH2:9][CH3:10])=[N:6][CH2:7]1. The reactants are C1(=CC=CC=C1)CCC=O (3-phenylpropionaldehyde), Cl (HCl), NC=1C=CC=C2C(CCNC12)=O (8-amino-2,3-dihydro-4(1H) -quinolinone). Solvent: CO (methanol). Conditions: time 2 hour. The product is C1(=CC=CC=C1)CCC1=NC=2C=CC=C3C(CCN1C23)=O (4,5-dihydro-2-(2-phenylethyl)-6H-imidazo[4,5,1-ij]quinolin-6-one). RXN SMILES: [NH2:1][C:2]1[CH:3]=[CH:4][CH:5]=[C:6]2[C:11]=1[NH:10][CH2:9][CH2:8][C:7]2=[O:12].[C:13]1([CH2:19][CH2:20][CH:21]=O)[CH:18]=[CH:17][CH:16]=[CH:15][CH:14]=1.Cl>CO>[C:13]1([CH2:19][CH2:20][C:21]2[N:10]3[C:11]4[C:6]([C:7](=[O:12])[CH2:8][CH2:9]3)=[CH:5][CH:4]=[CH:3][C:2]=4[N:1]=2)[CH:18]=[CH:17][CH:16]=[CH:15][CH:14]=1. Procedure: Fifteen grams of 8-amino-2,3-dihydro-4(1H) -quinolinone was dissolved in methanol (300 mL), and after addition of 3-phenylpropionaldehyde (14.6 mL) and 1N HCl (3 mL), the mixture was stirred at room temperature for 2 hrs, followed by addition of silica gel (60 g) to the reaction mixture, and the solvent was removed under reduced pressure. The residue was heated at 100° C. for 2 hrs and purified by silica gel column chromatography (eluent: hexane/ethyl acetate) to yield the titled compound as yel... Reactants: CC(C)(O)c1cc(Br)ccc1Cl, Cc1ccccc1, O, Cc1ccc(S(=O)(=O)O)cc1. Product: C=C(C)c1cc(Br)ccc1Cl. As a reaction SMILES: [Br:1][c:2]1[cH:3][cH:4][c:5]([Cl:12])[c:6]([C:8]([CH3:9])([CH3:10])[OH:11])[cH:7]1.[CH3:25][c:26]1[cH:27][cH:28][cH:29][cH:30][cH:31]1.[OH2:24].[c:13]1([CH3:14])[cH:15][cH:16][c:17]([S:18]([OH:19])(=[O:20])=[O:21])[cH:22][cH:23]1>>[Br:1][c:2]1[cH:3][cH:4][c:5]([Cl:12])[c:6]([C:8](=[CH2:9])[CH3:10])[cH:7]1. Starting materials: ClC1=CC(=CC=C1)C(=O)OO (m-Chloroperbenzoic acid), N1(CCCCC1)C1=C(C(=NC=C1C)CSC1=NC2=C(N1)C=CC(=C2)OC(C(F)F)(F)F)Cl (2-(4-piperidino-3-chloro-5-methyl-2-pyridylmethylthio)-5-(1, 1,2,2-tetrafluoroethoxy)-(1H)-benzimidazole), N (ammonia), C(C)#N (acetonitrile). Run in ClCCl (dichloromethane), ClCCl (dichloromethane). Product: N1(CCCCC1)C1=C(C(=NC=C1C)CS(=O)C1=NC2=C(N1)C=CC(=C2)OC(C(F)F)(F)F)Cl (2-(4-piperidino-3-chloro-5-methyl-2-pyridylmethylsulphinyl)-5-(1, 1,2,2-tetrafluoroethoxy)-(1H)-benzimidazole). Reaction SMILES: ClC1C=CC=C(C(OO)=[O:9])C=1.[N:12]1([C:18]2[C:23]([CH3:24])=[CH:22][N:21]=[C:20]([CH2:25][S:26][C:27]3[NH:31][C:30]4[CH:32]=[CH:33][C:34]([O:36][C:37]([F:42])([F:41])[CH:38]([F:40])[F:39])=[CH:35][C:29]=4[N:28]=3)[C:19]=2[Cl:43])[CH2:17][CH2:16][CH2:15][CH2:14][CH2:13]1.N.C(#N)C>ClCCl>[N:12]1([C:18]2[C:23]([CH3:24])=[CH:22][N:21]=[C:20]([CH2:25][S:26]([C:27]3[NH:31][C:30]4[CH:32]=[CH:33][C:34]([O:36][C:37]([F:41])([F:42])[CH:38]([F:39])[F:40])=[CH:35][C:29]=4[N:28]=3)=[O:9])[C:19]=2[Cl:43])[CH2:17][CH2:16][CH2:15][CH2:14][CH2:13]1. Procedure details: m-Chloroperbenzoic acid (0.75 g total) in dichloromethane (40 ml) was added to a solution of 2-(4-piperidino-3-chloro-5-methyl-2-pyridylmethylthio)-5-(1, 1,2,2-tetrafluoroethoxy)-(1H)-benzimidazole (1.5 g) in dichloromethane (30 ml) at -40° to -50° over a period of 2.5 hours. After a further 0.5 hour ammonia was passed through the solution and the precipitate filtered off and washed well with dichloromethane. The filtrates were evaporated under reduced pressure to give an oil which, on treatment...